Dataset: the Open Reaction Database (ORD), a public repository of structured organic reaction records. Task: describe an organic reaction: reactants, conditions, products, and yield Reactants: C1CCOC1, CC(C)[N-]C(C)C, O=Cc1ccccc1Cl, CSc1nc(Cl)cc(Cl)n1, [Li+]. Product: CSc1nc(Cl)c(C(O)c2ccccc2Cl)c(Cl)n1. Reaction SMILES: [CH2:28]1[O:29][CH2:30][CH2:31][CH2:32]1.[CH3:12][CH:13]([N-:14][CH:15]([CH3:16])[CH3:17])[CH3:18].[Cl:19][c:20]1[c:21]([CH:22]=[O:23])[cH:24][cH:25][cH:26][cH:27]1.[Cl:1][c:2]1[n:3][c:4]([S:9][CH3:10])[n:5][c:6]([Cl:8])[cH:7]1.[Li+:11]>>[Cl:1][c:2]1[n:3][c:4]([S:9][CH3:10])[n:5][c:6]([Cl:8])[c:7]1[CH:22]([c:21]1[c:20]([Cl:19])[cH:27][cH:26][cH:25][cH:24]1)[OH:23]. The reactants are OC=1C(=C(C2=C(SC(O2)CCC)C1C)C)C (5-hydroxy-4,6,7-trimethyl-2-propyl-1,3-benzoxathiole), C(C)(=O)OC(C)=O (acetic anhydride). Solvent: N1=CC=CC=C1 (pyridine). The product is C(C)(=O)OC=1C(=C(C2=C(SC(O2)CCC)C1C)C)C (5-Acetoxy-4,6,7-trimethyl-2-propyl-1,3-benzoxathiole). Yield: 95.6%. As a reaction SMILES: [OH:1][C:2]1[C:3]([CH3:16])=[C:4]([CH3:15])[C:5]2[O:9][CH:8]([CH2:10][CH2:11][CH3:12])[S:7][C:6]=2[C:13]=1[CH3:14].[C:17](OC(=O)C)(=[O:19])[CH3:18]>N1C=CC=CC=1>[C:17]([O:1][C:2]1[C:3]([CH3:16])=[C:4]([CH3:15])[C:5]2[O:9][CH:8]([CH2:10][CH2:11][CH3:12])[S:7][C:6]=2[C:13]=1[CH3:14])(=[O:19])[CH3:18]. Reported procedure: A mixture of 1.6 g of 5-hydroxy-4,6,7-trimethyl-2-propyl-1,3-benzoxathiole (prepared as described in Example 42), 0.8 g of acetic anhydride and 10 ml of pyridine was reacted at room temperature for 15 hours and the reaction mixture was then treated with purified in the same manner as described in Example 4, to give 1.8 g of the title compound as a pale yellow oily substance. Reactants: C(C)(C)(C)NCC(COC1=C(C=CC=C1)C=1N=NC(=CC1)Cl)O (2-(3-t-butylamino-2-hydroxypropoxy)phenyl-6-chloropyridazine), C([O-])([O-])=O.[K+].[K+] (Potassium carbonate). Run in Cl (hydrochloric acid). Conditions: time 2 hour. The product is C(C)(C)(C)NCC(COC1=C(C=CC=C1)C=1C=CC(NN1)=O)O (6-[2-(3-t-butylamino-2-hydroxypropoxy)phenyl]-3[2H]-pyridazinone). As a reaction SMILES: [C:1]([NH:5][CH2:6][CH:7]([OH:23])[CH2:8][O:9][C:10]1[CH:15]=[CH:14][CH:13]=[CH:12][C:11]=1[C:16]1[N:17]=[N:18][C:19](Cl)=[CH:20][CH:21]=1)([CH3:4])([CH3:3])[CH3:2].C(=O)([O-])[O-:25].[K+].[K+]>Cl>[C:1]([NH:5][CH2:6][CH:7]([OH:23])[CH2:8][O:9][C:10]1[CH:15]=[CH:14][CH:13]=[CH:12][C:11]=1[C:16]1[CH:21]=[CH:20][C:19](=[O:25])[NH:18][N:17]=1)([CH3:4])([CH3:3])[CH3:2] |f:1.2.3|. Procedure: A stirred solution of 3-[2-(3-t-butylamino-2-hydroxypropoxy)phenyl-6-chloropyridazine (10.0 g, 0.03 mol) in 18% hydrochloric acid (60 ml) was heated under reflux for 8 hours. Potassium carbonate was added to the cold solution to take it to pH 10, and after allowing the mixture to stand for 2 hours the solid was collected by filtration and washed with water to give a crude hydrate (10.35 g). Recrystallisation from ethyl acetate gave 6-[2-(3-t-butylamino-2-hydroxypropoxy)phenyl]-3[2H]-pyridazinone... The reactants are Cl.[Cl-].NC(CC[N+]1(CCC(CC1)(F)F)C)(C)C (1-(3-Amino-3-methylbutyl)-4,4-difluoro-1-methylpiperidinium chloride hydrochloride), C(C)(C)(C)OCl (t-BuOCl), C11H21Cl2F2N2, O (water). The solvent is CO (methanol). Run at temperature 0 celsius, time 30 minute. Product: [Cl-].ClN(C(CC[N+]1(CCC(CC1)(F)F)C)(C)C)Cl (1-(3-(Dichloroamino)-3-methylbutyl)-4,4-difluoro-1-methylpiperidinium chloride). Reaction SMILES: [ClH:1].[Cl-:2].[NH2:3][C:4]([CH3:17])([CH3:16])[CH2:5][CH2:6][N+:7]1([CH3:15])[CH2:12][CH2:11][C:10]([F:14])([F:13])[CH2:9][CH2:8]1.C(O[Cl:23])(C)(C)C.O>CO>[Cl-:23].[Cl:1][N:3]([Cl:2])[C:4]([CH3:17])([CH3:16])[CH2:5][CH2:6][N+:7]1([CH3:15])[CH2:12][CH2:11][C:10]([F:14])([F:13])[CH2:9][CH2:8]1 |f:0.1.2,6.7|. Procedure: A solution of 1-(3-Amino-3-methylbutyl)-4,4-difluoro-1-methylpiperidinium chloride hydrochloride (0.57 g, 1.94 mmol) in methanol (15 mL) was cooled in an ice bath for 15 min. t-BuOCl (0.69 mL, 3 equiv, 5.82 mmol) was added in one portion via syringe to the colorless solution to give a deep yellow solution. The reaction mixture was stirred for 30 min at 0° C., and then concentrated under reduced pressure to yield a colorless oil. This oil was dissolved into water and purified via reverse phase ch... The product is COCOc1cc(O)c(C=O)c(F)c1. Reaction SMILES: [C:12](=[O:13])([O-:14])[O-:15].[CH3:22][C:23]#[N:24].[Cl:18][CH2:19][O:20][CH3:21].[Cs+:16].[Cs+:17].[F:1][c:2]1[c:3]([CH:4]=[O:5])[c:6]([OH:11])[cH:7][c:8]([OH:10])[cH:9]1>>[F:1][c:2]1[c:3]([CH:4]=[O:5])[c:6]([OH:11])[cH:7][c:8]([O:10][CH2:19][O:20][CH3:21])[cH:9]1. Reactants: O=C([O-])[O-], CC#N, COCCl, [Cs+], [Cs+], O=Cc1c(O)cc(O)cc1F. The reactants are C(NN)(=O)OCC (ethyl carbazate), CSC=1SCCN1 (2-(methylthio)-2-thiazoline). The solvent is C(C)O (ethanol). Conditions: time 2 day. Yields the product C(C)OC(=O)NN=C1SCCN1 (N′-Thiazolidineylidenehvdrazinecarboxylic acid ethyl ester). Isolated yield 25.5%. RXN SMILES: [C:1]([O:5][CH2:6][CH3:7])(=[O:4])[NH:2][NH2:3].CS[C:10]1[S:11][CH2:12][CH2:13][N:14]=1>C(O)C>[CH2:6]([O:5][C:1]([NH:2][N:3]=[C:10]1[NH:14][CH2:13][CH2:12][S:11]1)=[O:4])[CH3:7]. Procedure: A mixture of ethyl carbazate (23.4 g), 2-(methylthio)-2-thiazoline (25 g) and ethanol (250 ml) was heated to reflux for 3 days. It was then stirred at room temperature for 2 days. The precipitate was collected by filtration and washed with ethanol to obtain the title compound (9.05 g). Starting materials: CC=1C=C(C=CC1OC1=NC=CC=C1C1=NC(=NC=C1)NC)NC(OC1=CC=CC=C1)=O (phenyl 3-methyl-4-(3-(2-(methylamino)pyrimidin-4-yl)pyridin-2-yloxy)phenylcarbamate), CN1CCN(CC1)C1=C(C=C(C=C1)C(F)(F)F)N (2-(4-methylpiperazin-1-yl)-5-(trifluoromethyl)benzenamine). Solvent: C1CCOC1 (THF). Conditions: temperature 80 celsius, time 40 hour. The product is CC=1C=C(C=CC1OC1=NC=CC=C1C1=NC(=NC=C1)NC)NC(=O)NC1=C(C=CC(=C1)C(F)(F)F)N1CCN(CC1)C (N-(3-methyl-4-((3-(2-(methylamino)-4-pyrimidinyl)-2-pyridinyl)oxy)phenyl)-N′-(2-(4-methyl-1-piperazinyl)-5-(trifluoromethyl)phenyl)urea). As a reaction SMILES: [CH3:1][C:2]1[CH:3]=[C:4]([NH:23][C:24](=O)[O:25]C2C=CC=CC=2)[CH:5]=[CH:6][C:7]=1[O:8][C:9]1[C:14]([C:15]2[CH:20]=[CH:19][N:18]=[C:17]([NH:21][CH3:22])[N:16]=2)=[CH:13][CH:12]=[CH:11][N:10]=1.[CH3:33][N:34]1[CH2:39][CH2:38][N:37]([C:40]2[CH:45]=[CH:44][C:43]([C:46]([F:49])([F:48])[F:47])=[CH:42][C:41]=2[NH2:50])[CH2:36][CH2:35]1>C1COCC1>[CH3:1][C:2]1[CH:3]=[C:4]([NH:23][C:24]([NH:50][C:41]2[CH:42]=[C:43]([C:46]([F:47])([F:48])[F:49])[CH:44]=[CH:45][C:40]=2[N:37]2[CH2:38][CH2:39][N:34]([CH3:33])[CH2:35][CH2:36]2)=[O:25])[CH:5]=[CH:6][C:7]=1[O:8][C:9]1[C:14]([C:15]2[CH:20]=[CH:19][N:18]=[C:17]([NH:21][CH3:22])[N:16]=2)=[CH:13][CH:12]=[CH:11][N:10]=1. Procedure: To phenyl 3-methyl-4-(3-(2-(methylamino)pyrimidin-4-yl)pyridin-2-yloxy)phenylcarbamate (59 mg, 0.14 mmol) in THF (1 mL) was added 2-(4-methylpiperazin-1-yl)-5-(trifluoromethyl)benzenamine (30 mg, 0.12 mmol). The mixture was stirred for 40 hours at 80° C. The crude material was purified by silica gel chromatography (0-20% MeOH/CH2Cl2) to yield the title compound as a light yellow solid. MS m/z=593 [M+H]+. Calc'd for C30H31F3N8O2: 592.63. Solvent: C(Cl)Cl (CH2Cl2). Reported procedure: To a suspension of 1-(1H-Benzoimidazol-2-yl)-ethylamine dihydrochloride (0.50 g, 2.1 mmol) in CH2Cl2 (10 mL) was added DIPEA (0.74 mL, 4.3 mmol). After 5 minutes benzoyl isothiocyanate (0.32 mL, 2.4 mmol) was added and the reaction mixture was stirred for 2.5 h, followed by evaporation in vacuo. Ammonia (7M in MeOH, 20 mL) was then added and the reaction was stirred another 2.5 h. The excess ammonia was removed in vacuo and CH2Cl2 (10 mL) was added, the solid was collected by filtration giving t... Run at time 2.5 hour. The reactants are CCN(C(C)C)C(C)C (DIPEA), Cl.Cl.N1C(=NC2=C1C=CC=C2)C(C)N (1-(1H-Benzoimidazol-2-yl)-ethylamine dihydrochloride), C(C1=CC=CC=C1)(=O)N=C=S (benzoyl isothiocyanate). Yields the product N1C(=NC2=C1C=CC=C2)C(C)NC(=S)N (N-[1-(1H-benzimidazol-2-yl)ethyl]thiourea). Isolated yield 71.3%. As a reaction SMILES: Cl.Cl.[NH:3]1[C:7]2[CH:8]=[CH:9][CH:10]=[CH:11][C:6]=2[N:5]=[C:4]1[CH:12]([NH2:14])[CH3:13].CCN(C(C)C)C(C)C.C([N:32]=[C:33]=[S:34])(=O)C1C=CC=CC=1>C(Cl)Cl>[NH:3]1[C:7]2[CH:8]=[CH:9][CH:10]=[CH:11][C:6]=2[N:5]=[C:4]1[CH:12]([NH:14][C:33]([NH2:32])=[S:34])[CH3:13] |f:0.1.2|.